From a dataset of the Open Reaction Database (ORD), a public repository of structured organic reaction records. describe an organic reaction: reactants, conditions, products, and yield Starting materials: ClC1=NC=2C=CC=CC2C2=C1N=CN2CC(C)C (4-chloro-1-isobutyl-1H-imidazo[4,5-c]quinoline), C[O-].[Na+] (sodium methoxide). Yields the product C(C(C)C)N1C=NC=2C(=NC=3C=CC=CC3C21)OC (1-isobutyl-4-methoxy-1H-imidazo[4,5-c]quinoline). Reaction SMILES: Cl[C:2]1[C:11]2[N:12]=[CH:13][N:14]([CH2:15][CH:16]([CH3:18])[CH3:17])[C:10]=2[C:9]2[CH:8]=[CH:7][CH:6]=[CH:5][C:4]=2[N:3]=1.[CH3:19][O-:20].[Na+]>>[CH2:15]([N:14]1[C:10]2[C:9]3[CH:8]=[CH:7][CH:6]=[CH:5][C:4]=3[N:3]=[C:2]([O:20][CH3:19])[C:11]=2[N:12]=[CH:13]1)[CH:16]([CH3:18])[CH3:17] |f:1.2|. Procedure: Using the method of Example 157, 4-chloro-1-isobutyl-1H-imidazo[4,5-c]quinoline (from Example 96) was reacted with sodium methoxide to provide 1-isobutyl-4-methoxy-1H-imidazo[4,5-c]quinoline, melting point 111°-114° C. after sequential recrystallizations from aqueous ethanol and diethyl ether. Analysis: Calculated for C15H17N3O: %C, 70.6; %H, 6.7; %N, 16.5; Found: %C, 70.6; %H, 6.7; %N, 16.5. Reactants: BrC=1C(=NC=C(C(=O)NC=2C=NC(=CC2)SC(F)(F)F)C1)Cl (5-bromo-6-chloro-N-(6-((trifluoromethyl)thio)pyridin-3-yl)nicotinamide), N1C[C@@H](CC1)O ((R)-pyrrolidin-3-ol). The product is BrC=1C(=NC=C(C(=O)NC=2C=NC(=CC2)SC(F)(F)F)C1)N1C[C@@H](CC1)O ((R)-5-Bromo-6-(3-hydroxypyrrolidin-1-yl)-N-(6-((trifluoromethyl)thio)pyridin-3-yl)nicotinamide). Reaction SMILES: [Br:1][C:2]1[C:3](Cl)=[N:4][CH:5]=[C:6]([CH:21]=1)[C:7]([NH:9][C:10]1[CH:11]=[N:12][C:13]([S:16][C:17]([F:20])([F:19])[F:18])=[CH:14][CH:15]=1)=[O:8].[NH:23]1[CH2:27][CH2:26][C@@H:25]([OH:28])[CH2:24]1>>[Br:1][C:2]1[C:3]([N:23]2[CH2:27][CH2:26][C@@H:25]([OH:28])[CH2:24]2)=[N:4][CH:5]=[C:6]([CH:21]=1)[C:7]([NH:9][C:10]1[CH:11]=[N:12][C:13]([S:16][C:17]([F:20])([F:19])[F:18])=[CH:14][CH:15]=1)=[O:8]. Procedure: The title compound was prepared in an analogous fashion to that described in Stage 171.1 using 5-bromo-6-chloro-N-(6-((trifluoromethyl)thio)pyridin-3-yl)nicotinamide (Stage 279.2) and (R)-pyrrolidin-3-ol to afford an off-white powder. HPLC (Condition 4) tR=5.53 min, UPLC-MS (Condition 3) tR=1.01 min, m/z=463.1 [M+H]+. Reactants: BrCC(C(=O)OCC)=O (ethyl bromopyruvate), C1C(C)O1 (propylene oxide), NC1=NC2=CC(=CC=C2C=C1)Cl (2-amino-7-chloroquinoline). The solvent is C(OC)COC (dimethoxyethane), C(OC)COC (dimethoxyethane). Reaction conditions: time 1 hour. The product is ClC1=CC=C2C=CC=3N(C2=C1)C=C(N3)C(=O)OCC (ethyl 8-chloroimidazo-[1,2-a]-quinoline-2-carboxylate). Reaction SMILES: [NH2:1][C:2]1[CH:11]=[CH:10][C:9]2[C:4](=[CH:5][C:6]([Cl:12])=[CH:7][CH:8]=2)[N:3]=1.Br[CH2:14][C:15](=O)[C:16]([O:18][CH2:19][CH3:20])=[O:17].C1OC1C>C(COC)OC>[Cl:12][C:6]1[CH:5]=[C:4]2[C:9]([CH:10]=[CH:11][C:2]3[N:3]2[CH:14]=[C:15]([C:16]([O:18][CH2:19][CH3:20])=[O:17])[N:1]=3)=[CH:8][CH:7]=1. Procedure details: 2.0 g of 2-amino-7-chloroquinoline [Chem. Abs., Vol. 79, p. 92024t] were dissolved in 40 ml of dimethoxyethane and then a mixture of 2.5 g of ethyl bromopyruvate and 0.5 g of propylene oxide in 5 ml of dimethoxyethane was added thereto. The mixture obtained was allowed to stand at room temperature for 1 hour and the quaternary salt thus precipitated was filtered off, washed with ether and then was dissolved in 50 ml of ethanol. The solution was refluxed for 1 hour and on subsequent cooling in ic... Reactants: C(C)OC(=O)C1CCN(CC1)C1=NC=NC(=C1[N+](=O)[O-])Cl ([6-chloro-5-nitro-pyrimidin-4-yl]-piperidine-4-carboxylic acid ethyl ester), BrC1=CC=C(N)C=C1 (4-bromoaniline). The solvent is O1CCOCC1 (1,4-dioxane). The product is C(C)OC(=O)C1CCN(CC1)C1=NC=NC(=C1[N+](=O)[O-])NC1=CC=C(C=C1)Br (1-[6-(4-Bromo-phenylamino)-5-nitro-pyrimidin-4-yl]-piperidine-4-carboxylic acid ethyl ester). RXN SMILES: [CH2:1]([O:3][C:4]([CH:6]1[CH2:11][CH2:10][N:9]([C:12]2[C:17]([N+:18]([O-:20])=[O:19])=[C:16](Cl)[N:15]=[CH:14][N:13]=2)[CH2:8][CH2:7]1)=[O:5])[CH3:2].[Br:22][C:23]1[CH:29]=[CH:28][C:26]([NH2:27])=[CH:25][CH:24]=1>O1CCOCC1>[CH2:1]([O:3][C:4]([CH:6]1[CH2:11][CH2:10][N:9]([C:12]2[C:17]([N+:18]([O-:20])=[O:19])=[C:16]([NH:27][C:26]3[CH:28]=[CH:29][C:23]([Br:22])=[CH:24][CH:25]=3)[N:15]=[CH:14][N:13]=2)[CH2:8][CH2:7]1)=[O:5])[CH3:2]. Procedure: [6-chloro-5-nitro-pyrimidin-4-yl]-piperidine-4-carboxylic acid ethyl ester (415 mg, 1.32 mmol) and 4-bromoaniline (309 mg, 1.80 mmol) were dissolved in anhydrous 1,4-dioxane (0.5-1 ml) and irradiated in a sealed microwave reaction tube at 250° C. for 300 seconds. The reaction mixture was passed through a silica plug [SiO2; EtOAc/hexane; 20:80]. Yield 0.070 g, 12%. Yellow solid. 1H NMR 400 MHz CDCl3 δ(ppm): 9.98 (s, 1H); 8.03 (s, 1H); 7.41 (m, 2H); 7.17 (m, 2H); 4.09 (m, 2H); 3.83 (m, 2H); 3.16 (... Procedure: MS (EI): 324.2 (M+), light-yellow solid. Prepared from cyclooctane-1,2-dione, [2-(3-Fluoro-2-trifluoromethyl-phenyl)-2-oxo-ethyl]-phosphonic acid dimethyl ester, hydrazine monohydrate. The reactants are C1(C(CCCCCC1)=O)=O (cyclooctane-1,2-dione), COP(OC)(=O)CC(=O)C1=C(C(=CC=C1)F)C(F)(F)F ([2-(3-Fluoro-2-trifluoromethyl-phenyl)-2-oxo-ethyl]-phosphonic acid dimethyl ester), O.NN (hydrazine monohydrate). RXN SMILES: [C:1]1(=O)[CH2:8][CH2:7][CH2:6][CH2:5][CH2:4][CH2:3][C:2]1=O.COP([CH2:17][C:18]([C:20]1[CH:25]=[CH:24][CH:23]=[C:22]([F:26])[C:21]=1[C:27]([F:30])([F:29])[F:28])=O)(=O)OC.O.[NH2:32][NH2:33]>>[F:26][C:22]1[C:21]([C:27]([F:30])([F:29])[F:28])=[C:20]([C:18]2[N:33]=[N:32][C:2]3[CH2:3][CH2:4][CH2:5][CH2:6][CH2:7][CH2:8][C:1]=3[CH:17]=2)[CH:25]=[CH:24][CH:23]=1 |f:2.3|. The product is FC=1C(=C(C=CC1)C1=CC2=C(N=N1)CCCCCC2)C(F)(F)F (3-(3-Fluoro-2-trifluoromethyl-phenyl)-5,6,7,8,9,10-hexahydro-cycloocta[c]pyridazine). Reactants: C(C)OC([C@H](CNC(CNC(=O)OCC1=CC=CC=C1)=O)NS(=O)(=O)C1=CC=CC=C1)=O (N-Cbz-glycyl-2(S)-phenylsulfonamido-β-alanine ethyl ester). Reagents/catalysts: [Pd] (Pd/C), [Pd] (Pd/C). Solvent: CCO (EtOH). Reaction conditions: time 4 hour. Yields the product C(C)OC([C@H](CNC(CN)=O)NS(=O)(=O)C1=CC=CC=C1)=O (Glycyl-2(S)-phenylsulfonamido-β-alanine ethyl ester). RXN SMILES: [CH2:1]([O:3][C:4](=[O:32])[C@@H:5]([NH:22][S:23]([C:26]1[CH:31]=[CH:30][CH:29]=[CH:28][CH:27]=1)(=[O:25])=[O:24])[CH2:6][NH:7][C:8](=[O:21])[CH2:9][NH:10]C(OCC1C=CC=CC=1)=O)[CH3:2]>CCO.[Pd]>[CH2:1]([O:3][C:4](=[O:32])[C@@H:5]([NH:22][S:23]([C:26]1[CH:31]=[CH:30][CH:29]=[CH:28][CH:27]=1)(=[O:24])=[O:25])[CH2:6][NH:7][C:8](=[O:21])[CH2:9][NH2:10])[CH3:2]. Procedure: Protected amine 3-5 (0.47 g, 1.01 mmol) was dissolved in 10 mL EtOH, 10% Pd/C (94 mg) was added, and the reaction was stirred under an H2 balloon. After 4 h, additional 10% Pd/C was added (94 mg), and the reaction was continued for 3 d. The mixture was filtered through Celite, concentrated, and azeotroped with CHCl3, providing amine 3-6 as a gum.